This data is from the Open Reaction Database (ORD), a public repository of structured organic reaction records. The task is: describe an organic reaction: reactants, conditions, products, and yield As a reaction SMILES: O=C1O[C@H]([C@H](CO)O)C([O-])=C1O.[Na+].[C:14]([C:16]1[N:21]=[C:20]([NH2:22])[CH:19]=[CH:18][CH:17]=1)#[CH:15].[CH2:23]([N:30]=[N+:31]=[N-:32])[C:24]1[CH:29]=[CH:28][CH:27]=[CH:26][CH:25]=1>O.C(O)C.O.O.O.O.O.S([O-])([O-])(=O)=O.[Cu+2]>[CH2:23]([N:30]1[CH:15]=[C:14]([C:16]2[N:21]=[C:20]([NH2:22])[CH:19]=[CH:18][CH:17]=2)[N:32]=[N:31]1)[C:24]1[CH:29]=[CH:28][CH:27]=[CH:26][CH:25]=1 |f:0.1,6.7.8.9.10.11.12|. Run in O (water), C(C)O (ethanol). Reaction conditions: time 14 hour. The reactants are O=C1C(O)=C([O-])[C@H](O1)[C@@H](O)CO.[Na+] (Sodium ascorbate), C(#C)C1=CC=CC(=N1)N (6-ethynylpyridine-2-amine), C(C1=CC=CC=C1)N=[N+]=[N-] (benzyl azide). Procedure details: Sodium ascorbate (34 mg, 0.17 mmol) and copper (II) sulfate pentahydrate (11 mg, 0.042 mmol) were added to a solution of 6-ethynylpyridine-2-amine (100 mg, 0.85 mmol) and benzyl azide (113 mg, 0.846 mmol) in water (5 mL) and ethanol (5 mL). The reaction mixture was stirred vigorously in the absence of light for 14 hours. The reaction mixture was filtered and concentrated under reduced pressure. The residue was purified by silica gel column chromatography (10-100% ethyl acetate/hexanes, linear gr... The reagents and catalysts are O.O.O.O.O.S(=O)(=O)([O-])[O-].[Cu+2] (copper (II) sulfate pentahydrate). Yields the product C(C1=CC=CC=C1)N1N=NC(=C1)C1=CC=CC(=N1)N (6-(1-benzyl-1H-1,2,3-triazol-4-yl)pyridin-2-amine). The reactants are C1(=CC=CC=C1)NC1=CC=C(C=C1)NC1=CC=CC=C1 (N,N'-diphenyl-1,4-phenylenediamine), IC1=CC=C(C=C1)Cl (4-iodochlorobenzene), C1COCCOCCOCCOCCOCCO1 (18-crown-6 ether), C([O-])([O-])=O.[K+].[K+] (potassium carbonate), ClC1=C(C=CC=C1)Cl (1,2-dichlorobenzene). The reagents and catalysts are [Cu] (copper bronze). Run in CCCCCC (hexane), C(Cl)Cl (CH2Cl2). Reaction conditions: temperature 200 celsius. The product is C1(=CC=CC=C1)N(C1=CC=C(C=C1)N(C1=CC=C(C=C1)Cl)C1=CC=CC=C1)C1=CC=C(C=C1)Cl (N,N'-diphenyl-N,N'-di-(4-chlorophenyl)-1,4-phenylenediamine). As a reaction SMILES: [C:1]1([NH:7][C:8]2[CH:13]=[CH:12][C:11]([NH:14][C:15]3[CH:20]=[CH:19][CH:18]=[CH:17][CH:16]=3)=[CH:10][CH:9]=2)[CH:6]=[CH:5][CH:4]=[CH:3][CH:2]=1.I[C:22]1[CH:27]=[CH:26][C:25]([Cl:28])=[CH:24][CH:23]=1.C1OCCOCCOCCOCCOCCOC1.C(=O)([O-])[O-].[K+].[K+].[Cl:53][C:54]1[CH:59]=[CH:58][CH:57]=[CH:56][C:55]=1Cl>CCCCCC.[Cu].C(Cl)Cl>[C:15]1([N:14]([C:57]2[CH:58]=[CH:59][C:54]([Cl:53])=[CH:55][CH:56]=2)[C:11]2[CH:12]=[CH:13][C:8]([N:7]([C:1]3[CH:6]=[CH:5][CH:4]=[CH:3][CH:2]=3)[C:22]3[CH:27]=[CH:26][C:25]([Cl:28])=[CH:24][CH:23]=3)=[CH:9][CH:10]=2)[CH:20]=[CH:19][CH:18]=[CH:17][CH:16]=1 |f:3.4.5|. Reported procedure: A 1 L, three-necked, round-bottomed flask, equipped with an overhead stirrer, a nitrogen inlet and a reflux condenser, was charged with N,N'-diphenyl-1,4-phenylenediamine (13.0 g, 0.05 mol), 4-iodochlorobenzene (31.0 g, 0.13 mol), copper bronze powder (12.7 g, 0.20 mol), 18-crown-6 ether (2.6 g, 0.10 mol), powdered potassium carbonate (50.1 g. 0.36 mol) and 1,2-dichlorobenzene (120 mL). With a slow purge of nitrogen through the condenser, the reaction vessel was placed in an oil bath and the sti... Product: C(C)(=O)ON(C(=O)N1C(C(CC1)=CC1=CC(=C(C(=C1)C(C)(C)C)O)C(C)(C)C)=O)C (1-(N-acetoxy-N-methylcarbamoyl)-3-(3,5-di-tert-butyl-4-hydroxybenzylidene)pyrrolidin-2-one). RXN SMILES: [OH:1][N:2]([CH3:27])[C:3]([N:5]1[CH2:9][CH2:8][C:7](=[CH:10][C:11]2[CH:16]=[C:15]([C:17]([CH3:20])([CH3:19])[CH3:18])[C:14]([OH:21])=[C:13]([C:22]([CH3:25])([CH3:24])[CH3:23])[CH:12]=2)[C:6]1=[O:26])=[O:4].[C:28](OC(=O)C)(=[O:30])[CH3:29]>N1C=CC=CC=1>[C:28]([O:1][N:2]([CH3:27])[C:3]([N:5]1[CH2:9][CH2:8][C:7](=[CH:10][C:11]2[CH:16]=[C:15]([C:17]([CH3:19])([CH3:18])[CH3:20])[C:14]([OH:21])=[C:13]([C:22]([CH3:25])([CH3:24])[CH3:23])[CH:12]=2)[C:6]1=[O:26])=[O:4])(=[O:30])[CH3:29]. The reactants are ON(C(=O)N1C(C(CC1)=CC1=CC(=C(C(=C1)C(C)(C)C)O)C(C)(C)C)=O)C (1-(N-hydroxy-N-methylcarbamoyl)-3-(3,5-di-tert-butyl-4-hydroxybenzylidene)pyrrolidin-2-one), C(C)(=O)OC(C)=O (acetic anhydride). Procedure: To a solution of 1-(N-hydroxy-N-methylcarbamoyl)-3-(3,5-di-tert-butyl-4-hydroxybenzylidene)pyrrolidin-2-one (Ia-6) (222 mg, 0.6 mmole) dissolved into pyridine (3 ml), 1.8 ml of acetic anhydride was added and the mixture was stirred at room temperature for 5 hours, then the resulting mixture was evaporated. Hydrochloric acid (0.5N) was added thereto, and the mixture was subjected to extraction with dichloromethane. The organic layer was washed with water, sodium bicarbonate, and water in order, d... Yield: 84.0%. The solvent is N1=CC=CC=C1 (pyridine). Run at time 5 hour. Procedure details: 3,4,7,8-Tetrahydro-2H,6H-pyrimido[2,1-b]-[1,3]-thiazine was prepared by the above-described reaction scheme wherein n=2 and m=2. The starting materials were 3,4,5,6-tetrahydro-2-pyrimidinethiol and 1,3-dibromopropane (both obtained from Aldrich Chemical Company, Milwaukee, Wis.), and the remainder of the preparation process was essentially the same as described above. The resulting crude product was 93 percent (%) pure and was used directly for catalysis. The product is S1C=2N(CCC1)CCCN2 (3,4,7,8-Tetrahydro-2H,6H-pyrimido[2,1-b]-[1,3]-thiazine). Starting materials: N1=C(NCCC1)S (3,4,5,6-tetrahydro-2-pyrimidinethiol), BrCCCBr (1,3-dibromopropane), crude product. As a reaction SMILES: [N:1]1[CH2:6][CH2:5][CH2:4][NH:3][C:2]=1[SH:7].Br[CH2:9][CH2:10][CH2:11]Br>>[S:7]1[CH2:11][CH2:10][CH2:9][N:1]2[CH2:6][CH2:5][CH2:4][N:3]=[C:2]12. Reactants: Cl, [N-]=[N+]=NCC1Cc2cccc(-c3c(F)cccc3F)c2O1. The product is NCC1Cc2cccc(-c3c(F)cccc3F)c2O1. As a reaction SMILES: [ClH:22].[F:1][c:2]1[c:3](-[c:9]2[cH:10][cH:11][cH:12][c:13]3[c:17]2[O:16][CH:15]([CH2:18][N:19]=[N+:20]=[N-:21])[CH2:14]3)[c:4]([F:8])[cH:5][cH:6][cH:7]1>>[F:1][c:2]1[c:3](-[c:9]2[cH:10][cH:11][cH:12][c:13]3[c:17]2[O:16][CH:15]([CH2:18][NH2:19])[CH2:14]3)[c:4]([F:8])[cH:5][cH:6][cH:7]1. Reactants: O=C([O-])[O-], CCO, Cc1ccccc1, OB(O)c1ccc(Cl)cc1, Cc1nc(Cl)c2nc(-c3ccccc3)cc-2[nH]1, [Na+], [Na+], O, c1ccc(P(c2ccccc2)c2ccccc2)cc1. Product: Cc1nc(-c2ccc(Cl)cc2)c2nc(-c3ccccc3)cc-2[nH]1. RXN SMILES: [C:47](=[O:48])([O-:49])[O-:50].[CH3:54][CH2:55][OH:56].[CH3:57][c:58]1[cH:59][cH:60][cH:61][cH:62][cH:63]1.[Cl:18][c:19]1[cH:20][cH:21][c:22]([B:25]([OH:26])[OH:27])[cH:23][cH:24]1.[Cl:1][c:2]1[c:3]2[n:11][c:10](-[c:12]3[cH:13][cH:14][cH:15][cH:16][cH:17]3)[cH:9][c:4]-2[nH:5][c:6]([CH3:8])[n:7]1.[Na+:51].[Na+:52].[OH2:53].[c:28]1([P:29]([c:30]2[cH:31][cH:32][cH:33][cH:34][cH:35]2)[c:36]2[cH:37][cH:38][cH:39][cH:40][cH:41]2)[cH:42][cH:43][cH:44][cH:45][cH:46]1>>[c:2]1(-[c:22]2[cH:21][cH:20][c:19]([Cl:18])[cH:24][cH:23]2)[c:3]2[n:11][c:10](-[c:12]3[cH:13][cH:14][cH:15][cH:16][cH:17]3)[cH:9][c:4]-2[nH:5][c:6]([CH3:8])[n:7]1. The reactants are CN(CC(C)NC1=C(C=C(C(=O)N(CC)CC)C=C1)[N+](=O)[O-])C (4-{[2-(dimethylamino)-1-methylethyl]amino}-N,N-diethyl-3-nitrobenzamide). Reagents/catalysts: [Pd] (Pd/C). Run in CCOC(=O)C (EtOAc). Conditions: time 8 hour. The product is NC=1C=C(C(=O)N(CC)CC)C=CC1NC(CN(C)C)C (3-amino-4-{[2-(dimethylamino)-1-methylethyl]amino}-N,N-diethylbenzamide). The yield is 87.2%. RXN SMILES: [CH3:1][N:2]([CH3:23])[CH2:3][CH:4]([NH:6][C:7]1[CH:19]=[CH:18][C:10]([C:11]([N:13]([CH2:16][CH3:17])[CH2:14][CH3:15])=[O:12])=[CH:9][C:8]=1[N+:20]([O-])=O)[CH3:5]>CCOC(C)=O.[Pd]>[NH2:20][C:8]1[CH:9]=[C:10]([CH:18]=[CH:19][C:7]=1[NH:6][CH:4]([CH3:5])[CH2:3][N:2]([CH3:1])[CH3:23])[C:11]([N:13]([CH2:16][CH3:17])[CH2:14][CH3:15])=[O:12]. Procedure: Following general procedure 2C: A mixture of 4-{[2-(dimethylamino)-1-methylethyl]amino}-N,N-diethyl-3-nitrobenzamide (0.516 g, 1.60 mmol) and 10% Pd/C in EtOAc (20 mL) was hydrogenated overnight at 35 psi. Usual work-up provided the title compound (0.408 g, 87%) which was used without further purification. 1H-NMR (CDCl3): δ 6.82 (dd, J=8.0 Hz, J=2.0 Hz, 1H), 6.77 (d, J=2.4 Hz, 1H), 6.62 (d, J=8.0 Hz, 1H), 3.52–336 (m, 6H), 2.52 (dd, J=12.0 Hz, J=9.6 Hz, 2H), 2.28–2.19 (m, 7H), 1.17 (m, 8H). MS (... The reactants are CC(=O)O[BH-](OC(C)=O)OC(C)=O, Cc1ccncc1N, ClCCCl, [Na+], CCOC(=O)C1(CC=O)CCCN(C(=O)OC(C)(C)C)C1, O. The product is CCOC(=O)C1(CCNc2cnccc2C)CCCN(C(=O)OC(C)(C)C)C1. RXN SMILES: [C:34]([O:35][BH-:36]([O:37][C:38](=[O:39])[CH3:40])[O:41][C:42](=[O:43])[CH3:44])(=[O:45])[CH3:46].[CH3:1][c:2]1[c:3]([NH2:8])[cH:4][n:5][cH:6][cH:7]1.[Cl:30][CH2:31][CH2:32][Cl:33].[Na+:47].[O:9]=[CH:10][CH2:11][C:12]1([C:25](=[O:26])[O:27][CH2:28][CH3:29])[CH2:13][N:14]([C:18](=[O:19])[O:20][C:21]([CH3:22])([CH3:23])[CH3:24])[CH2:15][CH2:16][CH2:17]1.[OH2:48]>>[CH3:1][c:2]1[c:3]([NH:8][CH2:10][CH2:11][C:12]2([C:25](=[O:26])[O:27][CH2:28][CH3:29])[CH2:13][N:14]([C:18](=[O:19])[O:20][C:21]([CH3:22])([CH3:23])[CH3:24])[CH2:15][CH2:16][CH2:17]2)[cH:4][n:5][cH:6][cH:7]1. Reactants: [Al+3], C1CCOC1, CCOC(=O)C(Sc1cnc(Nc2nc(C)cs2)c(Oc2ccccc2)c1)C1CCN(C)CC1, [Cl-], [H-], [H-], [H-], [H-], [Li+], [NH4+]. Yields the product Cc1csc(Nc2ncc(SC(CO)C3CCN(C)CC3)cc2Oc2ccccc2)n1. As a reaction SMILES: [Al+3:36].[CH2:43]1[O:44][CH2:45][CH2:46][CH2:47]1.[CH3:1][N:2]1[CH2:3][CH2:4][CH:5]([CH:8]([C:9](=[O:10])[O:11][CH2:12][CH3:13])[S:14][c:15]2[cH:16][n:17][c:18]([NH:28][c:29]3[s:30][cH:31][c:32]([CH3:34])[n:33]3)[c:19]([O:21][c:22]3[cH:23][cH:24][cH:25][cH:26][cH:27]3)[cH:20]2)[CH2:6][CH2:7]1.[Cl-:41].[H-:35].[H-:38].[H-:39].[H-:40].[Li+:37].[NH4+:42]>>[CH3:1][N:2]1[CH2:3][CH2:4][CH:5]([CH:8]([CH2:9][OH:10])[S:14][c:15]2[cH:16][n:17][c:18]([NH:28][c:29]3[s:30][cH:31][c:32]([CH3:34])[n:33]3)[c:19]([O:21][c:22]3[cH:23][cH:24][cH:25][cH:26][cH:27]3)[cH:20]2)[CH2:6][CH2:7]1.